This data is from the Open Reaction Database (ORD), a public repository of structured organic reaction records. The task is: describe an organic reaction: reactants, conditions, products, and yield RXN SMILES: [Cl:1][C:2]1[CH:7]=[CH:6][C:5]([O:8][CH3:9])=[CH:4][C:3]=1[N+:10]([O-])=O.[CH:13]([Mg]Br)=[CH2:14]>O1CCCC1>[Cl:1][C:2]1[CH:7]=[CH:6][C:5]([O:8][CH3:9])=[C:4]2[C:3]=1[NH:10][CH:14]=[CH:13]2. Isolated yield 28.7%. Reported procedure: To a solution of 4-chloro-3-nitroanisole (6.0 g, 32.0 mmol) in tetrahydrofuran (140 mL) at −40° C. was added vinylmagnesium bromide (1M in tetrahydrofuran, 112 mL, 112.0 mmol). The mixture was stirred at −40° C. for 1.5 hours and then quenched by the addition of saturated aqueous ammonium chloride solution (150 mL). The reaction mixture was allowed to warm to room temperature and then the product extracted into ethyl acetate (×2). The combined organic layers were dried over magnesium sulphate, f... Reactants: ClC1=C(C=C(C=C1)OC)[N+](=O)[O-] (4-chloro-3-nitroanisole), C(=C)[Mg]Br (vinylmagnesium bromide). Conditions: temperature -40 celsius, time 1.5 hour. The product is ClC=1C=CC(=C2C=CNC12)OC (7-Chloro-4-(methyloxy)-1H-indole). The solvent is O1CCCC1 (tetrahydrofuran). Starting materials: Cc1cc(C)cc(N=C=O)c1, NC1CC1, CC(C)OC(C)C. Yields the product Cc1cc(C)cc(NC(=O)NC2CC2)c1. As a reaction SMILES: [CH3:1][c:2]1[cH:3][c:4]([N:9]=[C:10]=[O:11])[cH:5][c:6]([CH3:8])[cH:7]1.[CH:12]1([NH2:15])[CH2:13][CH2:14]1.[CH:16]([O:17][CH:18]([CH3:19])[CH3:20])([CH3:21])[CH3:22]>>[CH3:1][c:2]1[cH:3][c:4]([NH:9][C:10](=[O:11])[NH:15][CH:12]2[CH2:13][CH2:14]2)[cH:5][c:6]([CH3:8])[cH:7]1. Starting materials: C([O-])(O)=O.[Na+] (sodium bicarbonate), CC(C(=O)O[C@H]1[C@@H]2C=3C=CC=CC3CC[C@H]2[C@@H]2CC[C@@H]([C@@]2(C)C1)OC(C(C)(C)C)=O)(C)C (11α,17β-Di(trimethylacetoxy)-estra-1,3,5(10)-triene), C(C)(=O)Cl (acetyl chloride), [Cl-].[Al+3].[Cl-].[Cl-] (aluminium chloride). Run in ClCCl (dichloromethane). Conditions: time 30 minute. Yields the product C(C)(=O)C=1C=CC=2CC[C@H]3[C@@H]4CC[C@@H]([C@@]4(C)C[C@H]([C@@H]3C2C1)OC(C(C)(C)C)=O)OC(C(C)(C)C)=O (2-Acetyl-11α, 17β-di(trimethylacetoxy)-estra-1,3,5(10)-triene). The yield is 93.8%. Reaction SMILES: [CH3:1][C:2]([CH3:32])([CH3:31])[C:3]([O:5][C@@H:6]1[CH2:23][C@@:21]2([CH3:22])[C@@H:17]([CH2:18][CH2:19][C@@H:20]2[O:24][C:25](=[O:30])[C:26]([CH3:29])([CH3:28])[CH3:27])[C@H:16]2[C@H:7]1[C:8]1[CH:9]=[CH:10][CH:11]=[CH:12][C:13]=1[CH2:14][CH2:15]2)=[O:4].[C:33](Cl)(=[O:35])[CH3:34].[Cl-].[Al+3].[Cl-].[Cl-].C(=O)(O)[O-].[Na+]>ClCCl>[C:33]([C:10]1[CH:11]=[CH:12][C:13]2[CH2:14][CH2:15][C@@H:16]3[C@@H:7]([C:8]=2[CH:9]=1)[C@H:6]([O:5][C:3](=[O:4])[C:2]([CH3:32])([CH3:31])[CH3:1])[CH2:23][C@@:21]1([CH3:22])[C@H:17]3[CH2:18][CH2:19][C@@H:20]1[O:24][C:25](=[O:30])[C:26]([CH3:29])([CH3:28])[CH3:27])(=[O:35])[CH3:34] |f:2.3.4.5,6.7|. Procedure details: A solution of the diester (26A) (42 mg, 0.095 mmol) and acetyl chloride (0.1 ml, 0.11 g, 1.41 mmol) in dry dichloromethane (1 ml) was treated with anhydrous aluminium chloride (63 mg, 0.47 mmol) at room temperature. After being stirred to 30 min, a saturated aqueous solution of sodium bicarbonate was added, and the mixture was extracted with dichloromethane and worked up in the usual manner to give an oil which was chromatographed on silica (2 g). Elution with ether-light petroleum (1:5) gave th... Reactants: ClC=1C(=C(C=CC1)C1=C(C(=NO1)C(=O)OCC)C)F (Ethyl 5-(3-chloro-2-fluorophenyl)-4-methylisoxazole-3-carboxylate), Intermediate 47C, Cl.NO (hydroxylamine hydrochloride). The solvent is CCO (EtOH). Reaction conditions: temperature 90 celsius, time 5 hour. Yields the product ClC=1C(=C(C=CC1)C1=C(C(=NO1)C(=O)O)C)F (5-(3-Chloro-2-fluorophenyl)-4-methylisoxazole-3-carboxylic acid). The yield is 39.0%. RXN SMILES: [Cl:1][C:2]1[C:3]([F:19])=[C:4]([C:8]2[O:12][N:11]=[C:10]([C:13]([O:15]CC)=[O:14])[C:9]=2[CH3:18])[CH:5]=[CH:6][CH:7]=1.Cl.NO>CCO>[Cl:1][C:2]1[C:3]([F:19])=[C:4]([C:8]2[O:12][N:11]=[C:10]([C:13]([OH:15])=[O:14])[C:9]=2[CH3:18])[CH:5]=[CH:6][CH:7]=1 |f:1.2|. Procedure details: Ethyl 5-(3-chloro-2-fluorophenyl)-4-methylisoxazole-3-carboxylate: The mixture of Intermediate 47C (0.057 g, 0.199 mmol) and hydroxylamine hydrochloride (0.017 g, 0.239 mmol) in EtOH (1 mL) was heated in a sealed tube at 90° C. After 5 h, the reaction was cooled to rt and then it was concentrated. Purification by reverse phase HPLC afforded the desired product (0.022 g, 39%) as a white solid. MS(ESI) m/z: 284.0 (M+H)+. 1H NMR (500 MHz, MeOD) δ 7.73-7.68 (m, 1H), 7.56 (ddd, J=7.8, 6.2, 1.7 Hz, 1H... The reactants are [H-].[Al+3].[Li+].[H-].[H-].[H-] (lithium aluminum hydride), Cl.N1=CC(=CC=C1)CC(=O)O ((3-pyridinyl)acetic acid, hydrochloride salt), S(=O)(=O)([O-])[O-].[Na+].[Na+] (sodium sulfate). Solvent: O1CCCC1 (tetrahydrofuran). The product is N1=CC(=CC=C1)CCO (2-(3-Pyridinyl)ethanol). Yield: 34.5%. Reaction SMILES: Cl.[N:2]1[CH:7]=[CH:6][CH:5]=[C:4]([CH2:8][C:9](O)=[O:10])[CH:3]=1.[H-].[Al+3].[Li+].[H-].[H-].[H-].S([O-])([O-])(=O)=O.[Na+].[Na+]>O1CCCC1>[N:2]1[CH:7]=[CH:6][CH:5]=[C:4]([CH2:8][CH2:9][OH:10])[CH:3]=1 |f:0.1,2.3.4.5.6.7,8.9.10|. Procedure details: A round-bottomed flask equipped with a magnetic stirring bar is charged with 13.9 g (0.08 mol) of (3-pyridinyl)acetic acid, hydrochloride salt (Aldrich Chemical Co.) and 400 ml of tetrahydrofuran (THF) under a nitrogen atmoshphere. To this solution lithium aluminum hydride (6.0 g, 0.16 mol) is added at room temperature for 24 hr. Saturated aqueous sodium sulfate is then added dropwise until the mixture becomes white. The solution is dried over anhydrous sodium sulfate. After filtration and conce... The reactants are C(#N)NC(SC)=NC (N-cyano-N', S-dimethylisothiourea), CC1=C(N=CN1)CSCCN (2-((5-methyl-4-imidazolyl)methylthio)-ethylamine), C([O-])([O-])=O.[K+].[K+] (potassium carbonate), CN(C=O)C (dimethylformamide). The reagents and catalysts are [N+](=O)([O-])[O-].[Ag+] (silver nitrate). Run in N1=CC=CC=C1 (pyridine). Conditions: time 18 hour. Yields the product C(#N)NC(=NCCSCC=1N=CNC1C)NC (N-cyano-N'-methyl-N"-[2-((5-methyl-4-imidazolyl)methylthio)ethyl]guanidine). The yield is 45.0%. As a reaction SMILES: [C:1]([NH:3][C:4](=[N:7][CH3:8])SC)#[N:2].[CH3:9][C:10]1[NH:14][CH:13]=[N:12][C:11]=1[CH2:15][S:16][CH2:17][CH2:18][NH2:19].C(=O)([O-])[O-].[K+].[K+].CN(C)C=O>N1C=CC=CC=1.[N+]([O-])([O-])=O.[Ag+]>[C:1]([NH:3][C:4]([NH:7][CH3:8])=[N:19][CH2:18][CH2:17][S:16][CH2:15][C:11]1[N:12]=[CH:13][NH:14][C:10]=1[CH3:9])#[N:2] |f:2.3.4,7.8|. Procedure: A solution of N-cyano-N', S-dimethylisothiourea (0.81 g) and silver nitrate (1.06 g) in pyridine (100 ml) was added to a stirred mixture of 2-((5-methyl-4-imidazolyl)methylthio)-ethylamine (1.07 g), anhydrous potassium carbonate (0.44 g) and anhydrous dimethylformamide (4ml). The mixture was stirred at room temperature for 18 hours and filtered. The filtrate was evaporated to dryness and the residue was eluted from a column of silica gel using isopropyl alcoholethylacetate (1:4) followed by isop... Starting materials: O=[N+]([O-])c1ccc(CCBr)cc1, O=C([O-])[O-], C1CCNCC1, [K+], [K+], CN(C)C=O, O. Yields the product O=[N+]([O-])c1ccc(CCN2CCCCC2)cc1. As a reaction SMILES: [Br:1][CH2:2][CH2:3][c:4]1[cH:5][cH:6][c:7]([N+:10](=[O:11])[O-:12])[cH:8][cH:9]1.[C:19](=[O:20])([O-:21])[O-:22].[CH2:13]1[CH2:14][CH2:15][NH:16][CH2:17][CH2:18]1.[K+:23].[K+:24].[O:26]=[CH:27][N:28]([CH3:29])[CH3:30].[OH2:25]>>[CH2:2]([CH2:3][c:4]1[cH:5][cH:6][c:7]([N+:10](=[O:11])[O-:12])[cH:8][cH:9]1)[N:16]1[CH2:15][CH2:14][CH2:13][CH2:18][CH2:17]1. The reactants are C(=C)(C)C=1C=C(C(=O)O)C=C(C1)C1=NC=C(C=C1)C (3-isopropenyl-5-(5-methylpyridin-2-yl)benzoic acid), [H][H] (hydrogen). The reagents and catalysts are [Pd] (palladium on carbon). The solvent is C(C)O (ethanol). Conditions: time 1 hour. Product: C(C)(C)C=1C=C(C(=O)O)C=C(C1)C1=NC=C(C=C1)C (3-Isopropyl-5-(5-methylpyridin-2-yl)benzoic acid). Yield: 99.2%. RXN SMILES: [C:1]([C:4]1[CH:5]=[C:6]([CH:10]=[C:11]([C:13]2[CH:18]=[CH:17][C:16]([CH3:19])=[CH:15][N:14]=2)[CH:12]=1)[C:7]([OH:9])=[O:8])([CH3:3])=[CH2:2].[H][H]>C(O)C.[Pd]>[CH:1]([C:4]1[CH:5]=[C:6]([CH:10]=[C:11]([C:13]2[CH:18]=[CH:17][C:16]([CH3:19])=[CH:15][N:14]=2)[CH:12]=1)[C:7]([OH:9])=[O:8])([CH3:3])[CH3:2]. Procedure details: To a solution of 3-isopropenyl-5-(5-methylpyridin-2-yl)benzoic acid (150 mg, 0.592 mmol) in ethanol (11.8 mL) was added 10% palladium on carbon (50.0 mg, 0.047 mmol) and the mixture was placed under 1 atm of hydrogen. After 1 h, filtration and concentration gave the crude title compound (150 mg). MS 256.2 (M+1). The product is C1(=CC=CC=C1)C1(CC1)N (1-Phenyl-cyclopropylamine). Run in S(O)(O)(=O)=O (sulfuric acid), C(Cl)Cl (DCM). Reactants: C1(=CC=CC=C1)C1(CC1)C(=O)O (1-phenyl-cyclopropanecarboxylic acid), [N-]=[N+]=[N-].[Na+] (sodium azide), [OH-].[Na+] (NaOH). Conditions: temperature 50 celsius. Isolated yield 53.6%. RXN SMILES: [C:1]1([C:7]2(C(O)=O)[CH2:9][CH2:8]2)[CH:6]=[CH:5][CH:4]=[CH:3][CH:2]=1.[N-:13]=[N+]=[N-].[Na+].[OH-].[Na+]>S(=O)(=O)(O)O.C(Cl)Cl>[C:1]1([C:7]2([NH2:13])[CH2:9][CH2:8]2)[CH:6]=[CH:5][CH:4]=[CH:3][CH:2]=1 |f:1.2,3.4|. Procedure: Dissolve 1-phenyl-cyclopropanecarboxylic acid (2.5 g, 15.4 mmol) in a mixture of sulfuric acid (12.5 mL) and DCM (25 mL). Add sodium azide (2.3 g, 35.4 mmol) by small portions at ambient temperature. Heat the reaction mixture at 50° C. for 8 h, cool to 0° C. and slowly add 2M aqueous NaOH until pH 11. Extract the reaction mixture with DCM (3×100 mL), combine the organic extracts and dry over anhydrous Na2SO4. Evaporate the solvent and purify by chromatography on silica gel eluting with DCM and D... Starting materials: COC1=C(C=C(C=C1)OC)C(CN1N=C(C=C1C(=O)OCC)C=1C=NC=CC1)=O (ethyl 1-(2-(2,5-dimethoxyphenyl)-2-oxoethyl)-3-(pyridin-3-yl)-1H-pyrazole-5-carboxylate), C[Si](C1=NNC(=C1)C(=O)OCC)(C)C (ethyl 3-(trimethyl silyl)-1H-pyrazole-5-carboxylate), BrCC(=O)C1=C(C=C(C=C1)OC)OC (2-bromo-1-(2,4-dimethoxyphenyl)ethanone). Yields the product COC1=C(C=CC(=C1)OC)C(CN1N=C(C=C1C(=O)OCC)[Si](C)(C)C)=O (Ethyl 1-(2-(2,4-dimethoxyphenyl)-2-oxoethyl)-3-(trimethylsilyl)-1H-pyrazole-5-carboxylate). As a reaction SMILES: COC1C=CC(OC)=CC=1C(=O)CN1C(C(OCC)=O)=CC(C2C=NC=CC=2)=N1.[CH3:30][Si:31]([CH3:43])([CH3:42])[C:32]1[CH:36]=[C:35]([C:37]([O:39][CH2:40][CH3:41])=[O:38])[NH:34][N:33]=1.Br[CH2:45][C:46]([C:48]1[CH:53]=[CH:52][C:51]([O:54][CH3:55])=[CH:50][C:49]=1[O:56][CH3:57])=[O:47]>>[CH3:57][O:56][C:49]1[CH:50]=[C:51]([O:54][CH3:55])[CH:52]=[CH:53][C:48]=1[C:46](=[O:47])[CH2:45][N:34]1[C:35]([C:37]([O:39][CH2:40][CH3:41])=[O:38])=[CH:36][C:32]([Si:31]([CH3:42])([CH3:43])[CH3:30])=[N:33]1. Procedure details: This compound was prepared in a similar method to ethyl 1-(2-(2,5-dimethoxyphenyl)-2-oxoethyl)-3-(pyridin-3-yl)-1H-pyrazole-5-carboxylate using ethyl 3-(trimethyl silyl)-1H-pyrazole-5-carboxylate and 2-bromo-1-(2,4-dimethoxyphenyl)ethanone (purchased from Aldrich). 1H-NMR δ 9.92 (d, 1H), 7.02 (s, 1H), 6.57 (dd, 1H), 6.51 (d, 1H), 5.67 (s, 2H), 4.39 (quartet, 2H), 3.98 (s, 3H), 3.89 (s, 3H), 1.38 (t, 3H), 0.27 (s, 9H).